This data is from the Open Reaction Database (ORD), a public repository of structured organic reaction records. The task is: describe an organic reaction: reactants, conditions, products, and yield Reactants: CC1=CC(=NC=2N1N=CC2C(=O)O)C2=CC=C(C=C2)C(F)(F)F (7-methyl-5-(4-trifluoromethyl-phenyl)-pyrazolo[1,5-a]pyrimidine-3-carboxylic acid), ONC(=N)C=1SC(=CC1)S(N)(=O)=O (N-hydroxy-5-sulfamoyl-thiophene-2-carboxamidine). Yields the product CC1=CC(=NC=2N1N=CC2C2=NC(=NO2)C2=CC=C(S2)S(=O)(=O)N)C2=CC=C(C=C2)C(F)(F)F (5-{5-[7-Methyl-5-(4-trifluoromethyl-phenyl)-pyrazolo[1,5-a]pyrimidin-3-yl]-[1,2,4]oxadiazol-3-yl}-thiophene-2-sulfonic Acid Amide). Reaction SMILES: [CH3:1][C:2]1[N:7]2[N:8]=[CH:9][C:10]([C:11]([OH:13])=O)=[C:6]2[N:5]=[C:4]([C:14]2[CH:19]=[CH:18][C:17]([C:20]([F:23])([F:22])[F:21])=[CH:16][CH:15]=2)[CH:3]=1.O[NH:25][C:26]([C:28]1[S:29][C:30]([S:33](=[O:36])(=[O:35])[NH2:34])=[CH:31][CH:32]=1)=[NH:27]>>[CH3:1][C:2]1[N:7]2[N:8]=[CH:9][C:10]([C:11]3[O:13][N:27]=[C:26]([C:28]4[S:29][C:30]([S:33]([NH2:34])(=[O:36])=[O:35])=[CH:31][CH:32]=4)[N:25]=3)=[C:6]2[N:5]=[C:4]([C:14]2[CH:19]=[CH:18][C:17]([C:20]([F:22])([F:21])[F:23])=[CH:16][CH:15]=2)[CH:3]=1. Reported procedure: The title compound was prepared from 7-methyl-5-(4-trifluoromethyl-phenyl)-pyrazolo[1,5-a]pyrimidine-3-carboxylic acid (example C.25) (161 mg, 0.5 mmol) and N-hydroxy-5-sulfamoyl-thiophene-2-carboxamidine (example B.2) (166 mg, 0.75 mmol) according to general procedure II. Obtained after purification by column chromatography (dichloromethane/MeOH/NH4OH) and crystallization (dichloromethane/MeOH) as a light yellow solid (88 mg, 35%). MS (EI) 506.1 [(M+H)+]; mp 276° C. Starting materials: C, CO, O=C(Nc1cc(Oc2ccc([N+](=O)[O-])cc2F)ccn1)N1CCC(O)CC1, [H][H], [Pd]. The product is Nc1ccc(Oc2ccnc(NC(=O)N3CCC(O)CC3)c2)c(F)c1. RXN SMILES: [C:32].[CH3:30][OH:31].[F:1][c:2]1[c:3]([O:4][c:5]2[cH:6][c:7]([NH:11][C:12](=[O:13])[N:14]3[CH2:15][CH2:16][CH:17]([OH:20])[CH2:18][CH2:19]3)[n:8][cH:9][cH:10]2)[cH:21][cH:22][c:23]([N+:25]([O-:26])=[O:27])[cH:24]1.[H:28][H:29].[Pd:33]>>[F:1][c:2]1[c:3]([O:4][c:5]2[cH:6][c:7]([NH:11][C:12](=[O:13])[N:14]3[CH2:15][CH2:16][CH:17]([OH:20])[CH2:18][CH2:19]3)[n:8][cH:9][cH:10]2)[cH:21][cH:22][c:23]([NH2:25])[cH:24]1. Reactants: F[B-](F)(C1=C(C)C=CC2=C1C=NN2C3CCCCO3)F.[K+], BrC1=CC=C2N=CC=CC2=C1. Reagents/catalysts: CC(C)(C)c1ccc(cc1)c2ccc(cc2)C(C)(C)C, CC(=O)[O-].CC(=O)[O-].[Pd+2]. Run in O, CN(C)C=O, CCC1=CC(CC)=CC=C1, CC#N, O, Cc1ccccc1, CCc1cc(CC)cc(CC)c1. Run at temperature 100 celsius, pressure 100 bar, time 1 minute. Yields the product CC(C=C1)=C(C2=CC=C(N=CC=C3)C3=C2)C4=C1N(C5OCCCC5)N=C4. Isolated yield 16.5%. Isolated yield 93.0%. Starting materials: C(C1=CC=CC=C1)OC=1C(=CC=2C=3C4C(C(CC3NC2C1)C1=C(C=CC=C1)Cl)C(NC4=O)=O)OC (8-(Benzyloxy)-4-(2-chlorophenyl)-9-methoxy-4,5,6,10c-tetrahydropyrrolo[3,4-c]carbazole-1,3(2H,3aH)-dione). Reaction SMILES: [CH2:1]([O:8][C:9]1[C:10]([O:34][CH3:35])=[CH:11][C:12]2[C:13]3[CH:14]4[C:31](=[O:32])[NH:30][C:29](=[O:33])[CH:15]4[CH:16]([C:22]4[CH:27]=[CH:26][CH:25]=[CH:24][C:23]=4[Cl:28])[CH2:17][C:18]=3[NH:19][C:20]=2[CH:21]=1)[C:2]1[CH:7]=[CH:6][CH:5]=[CH:4][CH:3]=1>[O-2].[O-2].[Mn+4]>[CH2:1]([O:8][C:9]1[C:10]([O:34][CH3:35])=[CH:11][C:12]2[C:13]3[C:14]4[C:31](=[O:32])[NH:30][C:29](=[O:33])[C:15]=4[C:16]([C:22]4[CH:27]=[CH:26][CH:25]=[CH:24][C:23]=4[Cl:28])=[CH:17][C:18]=3[NH:19][C:20]=2[CH:21]=1)[C:2]1[CH:7]=[CH:6][CH:5]=[CH:4][CH:3]=1 |f:1.2.3|. Yields the product C(C1=CC=CC=C1)OC=1C(=CC=2C=3C4=C(C(=CC3NC2C1)C1=C(C=CC=C1)Cl)C(NC4=O)=O)OC (8-(Benzyloxy)-4-(2-chlorophenyl)-9-methoxypyrrolo[3,4-c]carbazole-1,3(2H,6H)-dione). Reagents/catalysts: [O-2].[O-2].[Mn+4] (manganese dioxide). Procedure details: Aromatisation of (161) prepared as described in example 261 with manganese dioxide using the procedure described in example 79 gave the carbazole (162) (93%) as an orange powder, mp 260–264° C. 1H NMR δ [(CD3)2SO] 11.86 (s, 1H), 11.01 (s, 1H), 8.43 (s, 1H), 7.58–7.34 (m, 10H), 7.26 (s, 1H), 5.26 (s, 2H), 3.91 (s, 3H). Found: C, 69.65; H, 3.84; N, 5.61. C28H19ClN2O4 requires C, 69.64; H, 3.97; N, 5.80. The reactants are [H-].[Al+3].[Li+].[H-].[H-].[H-] (Lithium aluminum hydride), C(C)N1C(N(C2=NC=CC=C21)C2=CC=C(OC1=NC3=C(N1CC(=O)OCC)C=CC=C3)C=C2)=O (ethyl {2-[4-(1-ethyl-2-oxo-1,2-dihydro-3H-imidazo[4,5-b]pyridin-3-yl)phenoxy]-1H-benzimidazol-1-yl}acetate), [Cl-].[Cl-].[Ca+2] (CaCl2). Solvent: C1CCOC1 (THF). Product: C(C)N1C(N(C2=NC=CC=C21)C2=CC=C(C=C2)OC2=NC1=C(N2CCO)C=CC=C1)=O (1-ethyl-3-(4-{[1-(2-hydroxyethyl)-1H-benzimidazol-2-yl]oxy}phenyl)-1,3-dihydro-2H-imidazo[4,5-b]pyridin-2-one). Yield: 55.1%. RXN SMILES: [H-].[Al+3].[Li+].[H-].[H-].[H-].[CH2:7]([N:9]1[C:17]2[C:12](=[N:13][CH:14]=[CH:15][CH:16]=2)[N:11]([C:18]2[CH:39]=[CH:38][C:21]([O:22][C:23]3[N:27]([CH2:28][C:29](OCC)=[O:30])[C:26]4[CH:34]=[CH:35][CH:36]=[CH:37][C:25]=4[N:24]=3)=[CH:20][CH:19]=2)[C:10]1=[O:40])[CH3:8].[Cl-].[Cl-].[Ca+2]>C1COCC1>[CH2:7]([N:9]1[C:17]2[C:12](=[N:13][CH:14]=[CH:15][CH:16]=2)[N:11]([C:18]2[CH:19]=[CH:20][C:21]([O:22][C:23]3[N:27]([CH2:28][CH2:29][OH:30])[C:26]4[CH:34]=[CH:35][CH:36]=[CH:37][C:25]=4[N:24]=3)=[CH:38][CH:39]=2)[C:10]1=[O:40])[CH3:8] |f:0.1.2.3.4.5,7.8.9|. Procedure: Lithium aluminum hydride (33.2 mg) was added to a solution of ethyl {2-[4-(1-ethyl-2-oxo-1,2-dihydro-3H-imidazo[4,5-b]pyridin-3-yl)phenoxy]-1H-benzimidazol-1-yl}acetate (200 mg) in THF (4 mL) at 0° C. The mixture was stirred at room temperature under a dry atmosphere (CaCl2 tube) for 30 min. The mixture was quenched with EtOAc and concentrated in vacuo. The residue was purified by column chromatography (silica gel, eluted with 10%-50% EtOAc in hexane) to give 1-ethyl-3-(4-{[1-(2-hydroxyethyl)-1H... The product is COc1c(CO)nc(OCc2ccccc2)c(CC(C)C)[n+]1[O-]. Reaction SMILES: [BH4-:1].[CH2:3]([c:4]1[cH:5][cH:6][cH:7][cH:8][cH:9]1)[O:10][c:11]1[c:12]([CH2:24][CH:25]([CH3:26])[CH3:27])[n+:13]([O-:23])[c:14]([O:21][CH3:22])[c:15]([C:17](=[O:18])[O:19][CH3:20])[n:16]1.[CH3:29][CH2:30][O:31][CH2:32][CH3:33].[ClH:28].[Li+:2].[OH2:34]>>[CH2:3]([c:4]1[cH:5][cH:6][cH:7][cH:8][cH:9]1)[O:10][c:11]1[c:12]([CH2:24][CH:25]([CH3:26])[CH3:27])[n+:13]([O-:23])[c:14]([O:21][CH3:22])[c:15]([CH2:17][OH:18])[n:16]1. Reactants: [BH4-], COC(=O)c1nc(OCc2ccccc2)c(CC(C)C)[n+]([O-])c1OC, CCOCC, Cl, [Li+], O. Reactants: COc1ccc(P2(=S)SP(=S)(c3ccc(OC)cc3)S2)cc1, COc1ccc2c(c1)CCC(=O)N2C, Cc1ccccc1. The product is COc1ccc2c(c1)CCC(=S)N2C. As a reaction SMILES: [CH3:15][O:16][c:17]1[cH:18][cH:19][c:20]([P:21]2(=[S:24])[S:22][P:23]([c:25]3[cH:26][cH:27][c:28]([O:29][CH3:30])[cH:31][cH:32]3)(=[S:33])[S:34]2)[cH:35][cH:36]1.[CH3:1][O:2][c:3]1[cH:4][c:5]2[c:10]([cH:11][cH:12]1)[N:9]([CH3:13])[C:8](=[O:14])[CH2:7][CH2:6]2.[CH3:37][c:38]1[cH:39][cH:40][cH:41][cH:42][cH:43]1>>[CH3:1][O:2][c:3]1[cH:4][c:5]2[c:10]([cH:11][cH:12]1)[N:9]([CH3:13])[C:8](=[S:24])[CH2:7][CH2:6]2.